The task is: describe an organic reaction: reactants, conditions, products, and yield. This data is from the Open Reaction Database (ORD), a public repository of structured organic reaction records. The reactants are BrCCCOc1ccccc1, CN1CCC(OC(=O)C(O)(c2cccs2)c2cccs2)C1, CC#N, ClC(Cl)Cl. Product: [Br-], C[N+]1(CCCOc2ccccc2)CCC(OC(=O)C(O)(c2cccs2)c2cccs2)C1. Reaction SMILES: [Br:22][CH2:23][CH2:24][CH2:25][O:26][c:27]1[cH:28][cH:29][cH:30][cH:31][cH:32]1.[CH3:1][N:2]1[CH2:3][CH:4]([O:7][C:8]([C:9]([c:10]2[s:11][cH:12][cH:13][cH:14]2)([c:15]2[s:16][cH:17][cH:18][cH:19]2)[OH:20])=[O:21])[CH2:5][CH2:6]1.[CH3:37][C:38]#[N:39].[Cl:33][CH:34]([Cl:35])[Cl:36]>>[Br-:22].[CH3:1][N+:2]1([CH2:23][CH2:24][CH2:25][O:26][c:27]2[cH:28][cH:29][cH:30][cH:31][cH:32]2)[CH2:3][CH:4]([O:7][C:8]([C:9]([c:10]2[s:11][cH:12][cH:13][cH:14]2)([c:15]2[s:16][cH:17][cH:18][cH:19]2)[OH:20])=[O:21])[CH2:5][CH2:6]1.